From a dataset of the Open Reaction Database (ORD), a public repository of structured organic reaction records. describe an organic reaction: reactants, conditions, products, and yield Reactants: COc1cc2nccc(Oc3ccc4c(N)nn(C)c4c3)c2cc1OC, CC=O, ClCCl. Yields the product CCNc1nn(C)c2cc(Oc3ccnc4cc(OC)c(OC)cc34)ccc12. RXN SMILES: [CH3:1][O:2][c:3]1[cH:4][c:5]2[c:6]([O:15][c:16]3[cH:17][cH:18][c:19]4[c:20]([NH2:26])[n:21][n:22]([CH3:25])[c:23]4[cH:24]3)[cH:7][cH:8][n:9][c:10]2[cH:11][c:12]1[O:13][CH3:14].[CH:27]([CH3:28])=[O:29].[Cl:30][CH2:31][Cl:32]>>[CH3:1][O:2][c:3]1[cH:4][c:5]2[c:6]([O:15][c:16]3[cH:17][cH:18][c:19]4[c:20]([NH:26][CH2:27][CH3:28])[n:21][n:22]([CH3:25])[c:23]4[cH:24]3)[cH:7][cH:8][n:9][c:10]2[cH:11][c:12]1[O:13][CH3:14]. Reactants: FC(C(=O)O)(F)F.FC(C(=O)O)(F)F.FC(C(=O)O)(F)F.CC1=NC2=CC=CC=C2C(=C1)COC1=CC=C(C=C1)C1(C(NC(NC1=O)=O)=O)N1CCNCC1 (5-{4-[(2-Methyl-4-quinolinyl)methoxy]phenyl}-5-(1-piperazinyl)-2,4,6(1H, 3H, 5H)-pyrimidinetrione tris(trifluoroacetate)), CS(=O)(=O)Cl (methanesulfonyl chloride). The product is FC(C(=O)O)(F)F.FC(C(=O)O)(F)F.CC1=NC2=CC=CC=C2C(=C1)COC1=CC=C(C=C1)C1(C(NC(NC1=O)=O)=O)N1CCN(CC1)S(=O)(=O)C (5-{4-[(2-Methyl-4-quinolinyl)methoxy]phenyl}-5-[4-(methylsulfonyl)-1-piperazinyl]-2,4,6(1H, 3H, 5H)-pyrimidinetrione bis(trifluoroacetate)). Yield: 36.6%. RXN SMILES: [F:1][C:2]([F:7])([F:6])[C:3]([OH:5])=[O:4].[F:8][C:9]([F:14])([F:13])[C:10]([OH:12])=[O:11].FC(F)(F)C(O)=O.[CH3:22][C:23]1[CH:32]=[C:31]([CH2:33][O:34][C:35]2[CH:40]=[CH:39][C:38]([C:41]3([N:50]4[CH2:55][CH2:54][NH:53][CH2:52][CH2:51]4)[C:46](=[O:47])[NH:45][C:44](=[O:48])[NH:43][C:42]3=[O:49])=[CH:37][CH:36]=2)[C:30]2[C:25](=[CH:26][CH:27]=[CH:28][CH:29]=2)[N:24]=1.[CH3:56][S:57](Cl)(=[O:59])=[O:58]>>[F:1][C:2]([F:7])([F:6])[C:3]([OH:5])=[O:4].[F:8][C:9]([F:14])([F:13])[C:10]([OH:12])=[O:11].[CH3:22][C:23]1[CH:32]=[C:31]([CH2:33][O:34][C:35]2[CH:36]=[CH:37][C:38]([C:41]3([N:50]4[CH2:55][CH2:54][N:53]([S:57]([CH3:56])(=[O:59])=[O:58])[CH2:52][CH2:51]4)[C:46](=[O:47])[NH:45][C:44](=[O:48])[NH:43][C:42]3=[O:49])=[CH:39][CH:40]=2)[C:30]2[C:25](=[CH:26][CH:27]=[CH:28][CH:29]=2)[N:24]=1 |f:0.1.2.3,5.6.7|. Procedure: Using a procedure analogous to Example 26, the product from Example 14 (120 mg, 0.150 mmol) was treated with methanesulfonyl chloride (24.0 mg, 1.4 eq) to provide the title barbituric acid (42.0 mg, 37%). MS found: (M+H)+=538. Reactants: O (H2O), ClC=1C=C(CN2C(C(OC3=C2C=C(C=C3)[N+](=O)[O-])CCOC3=CC=C(C=C3)CCNC(=N)N)=O)C=CC1 (4-(3-Chlorobenzyl)-3,4-dihydro-2-{2-[4-(2-guanidinoethyl)phenoxy]ethyl}-6-nitro-3-oxo-2H-1,4-benzoxazine), [NH4+].[Cl-] (NH4Cl). The reagents and catalysts are [Fe] (Iron). Run in C(C)O (ethanol). The product is NC=1C=CC2=C(N(C(C(O2)CCOC2=CC=C(C=C2)CCNC(=N)N)=O)CC2=CC(=CC=C2)Cl)C1 (6-Amino-4-(3-chlorobenzyl)-3,4-dihydro-2-{2-[4-(2-guanidinoethyl)phenoxy]ethyl}-3-oxo-2H-1,4-benzoxazine). Isolated yield 85.0%. As a reaction SMILES: [Cl:1][C:2]1[CH:3]=[C:4]([CH:35]=[CH:36][CH:37]=1)[CH2:5][N:6]1[C:11]2[CH:12]=[C:13]([N+:16]([O-])=O)[CH:14]=[CH:15][C:10]=2[O:9][CH:8]([CH2:19][CH2:20][O:21][C:22]2[CH:27]=[CH:26][C:25]([CH2:28][CH2:29][NH:30][C:31]([NH2:33])=[NH:32])=[CH:24][CH:23]=2)[C:7]1=[O:34].O.[NH4+].[Cl-]>C(O)C.[Fe]>[NH2:16][C:13]1[CH:14]=[CH:15][C:10]2[O:9][CH:8]([CH2:19][CH2:20][O:21][C:22]3[CH:23]=[CH:24][C:25]([CH2:28][CH2:29][NH:30][C:31]([NH2:33])=[NH:32])=[CH:26][CH:27]=3)[C:7](=[O:34])[N:6]([CH2:5][C:4]3[CH:35]=[CH:36][CH:37]=[C:2]([Cl:1])[CH:3]=3)[C:11]=2[CH:12]=1 |f:2.3|. Reported procedure: 4-(3-Chlorobenzyl)-3,4-dihydro-2-{2-[4-(2-guanidinoethyl)phenoxy]ethyl}-6-nitro-3-oxo-2H-1,4-benzoxazine (0.3 g) was warmed in ethanol (5 ml) and H2O (4 ml) until completely in solution. Iron powder (0.19 g, 6.8 eq) was stirred in followed by NH4Cl (0.02 g, 0.7 eq) and the reaction continued at reflux for 5 hours. While still hot, the mixture was filtered through celite and the yellow filtrate concentrated down to a yellow oil. After drying in vacuo at 80 C.°, the product was collected as a yell... The reactants are CN(C)C(C(=O)C1=C(C=C(C=C1)F)F)C (dimethylamino-(2,4-difluorophenyl)-propan-1-one), N\C(=C/C(=O)OCC)\C (ethyl 3-aminocrotonate). The product is FC1=C(C=CC(=C1)F)C1=NC(=C(C(=O)OCC)C=C1)C (Ethyl 6-(2,4-difluorophenyl)-2-methylnicotinate). RXN SMILES: CN([CH:4]([CH3:15])[C:5]([C:7]1[CH:12]=[CH:11][C:10]([F:13])=[CH:9][C:8]=1[F:14])=O)C.[NH2:16]/[C:17](/[CH3:24])=[CH:18]\[C:19]([O:21][CH2:22][CH3:23])=[O:20]>>[F:14][C:8]1[CH:9]=[C:10]([F:13])[CH:11]=[CH:12][C:7]=1[C:5]1[CH:4]=[CH:15][C:18]([C:19]([O:21][CH2:22][CH3:23])=[O:20])=[C:17]([CH3:24])[N:16]=1. Procedure: The title compound was prepared from dimethylamino-(2,4-difluorophenyl)-propan-1-one and ethyl 3-aminocrotonate using the general procedure outlined in D18. 1H NMR (250 MHz, CDCl3) δ (ppm): 8.25 (d, 1H), 8.13 (dt, 1H), 7.67 (dd, 1H), 6.86-7.05 (m, 2H), 4.40 (q, 2H), 2.90 (s, 3H), 1.41 (t, 3H). Reactants: [OH-].[K+] (potassium hydroxide), C1(=C(C=CC=C1)NC(=S)N)C1=CC=CC=C1 (N-(2-biphenylyl)thiourea). Run in O (water), O.O.O.C(C)(=O)[O-].[Pb+2].C(C)(=O)[O-] (lead acetate trihydrate), O (water), O (water). Yields the product C1(=C(C=CC=C1)NC#N)C1=CC=CC=C1 (2-biphenylylcyanamide). Reaction SMILES: [C:1]1([C:11]2[CH:16]=[CH:15][CH:14]=[CH:13][CH:12]=2)[CH:6]=[CH:5][CH:4]=[CH:3][C:2]=1[NH:7][C:8]([NH2:10])=S.[OH-].[K+]>O.O.O.O.C([O-])(=O)C.[Pb+2].C([O-])(=O)C>[C:1]1([C:11]2[CH:16]=[CH:15][CH:14]=[CH:13][CH:12]=2)[CH:6]=[CH:5][CH:4]=[CH:3][C:2]=1[NH:7][C:8]#[N:10] |f:1.2,4.5.6.7.8.9|. Procedure: A suspension of N-(2-biphenylyl)thiourea (7.8 g) in water (60 ml) was reacted with a solution of potassium hydroxide (19.15 g) in water (60 ml), lead acetate trihydrate (12.96) in water (60 ml) was added and the reaction mixture heated at 90°-95° C. for 30 minutes and filtered. The filtrate was acidified with acetic acid with cooling to yield 2-biphenylylcyanamide as a colourless solid (m.p. 85°-87° C.). Starting materials: (2R,4R)-tert-Butyl 3-(2-tert-butoxycarbonylamino)-2-(2-fluorophenyl)-thiazolidine-4-carboxylate, C1(CCCCC1)N=C=NC1CCCCC1 (N,N'-dicyclohexylcarbodiimide), FC1=C(C=CC=C1)C1SC[C@H](N1)C(=O)OC(C)(C)C ((2RS,4R)-tert-butyl 2-(2-fluorophenyl)thiazolidine-4-carboxylate), C(C)(C)(C)OC(=O)NCC(=O)O (2-tert-butoxycarbonylaminoacetic acid). The solvent is C(C)#N (acetonitrile), C(C)#N (acetonitrile). Conditions: time 16 hour. Product: C(C)(C)(C)OC(=O)NCC(=O)N1[C@H](SC[C@H]1C(=O)OC(C)(C)C)C1=C(C=CC=C1)F ((2R,4R)-tert-butyl 3-(2-tert-butoxycarbonylaminoacetyl)-2-(2-fluorophenyl)thiazolidine-4-carboxylate). Isolated yield 64.3%. As a reaction SMILES: C1(N=C=NC2CCCCC2)CCCCC1.[F:16][C:17]1[CH:22]=[CH:21][CH:20]=[CH:19][C:18]=1[CH:23]1[NH:27][C@H:26]([C:28]([O:30][C:31]([CH3:34])([CH3:33])[CH3:32])=[O:29])[CH2:25][S:24]1.[C:35]([O:39][C:40]([NH:42][CH2:43][C:44](O)=[O:45])=[O:41])([CH3:38])([CH3:37])[CH3:36]>C(#N)C>[C:35]([O:39][C:40]([NH:42][CH2:43][C:44]([N:27]1[C@H:26]([C:28]([O:30][C:31]([CH3:34])([CH3:33])[CH3:32])=[O:29])[CH2:25][S:24][C@@H:23]1[C:18]1[CH:19]=[CH:20][CH:21]=[CH:22][C:17]=1[F:16])=[O:45])=[O:41])([CH3:38])([CH3:37])[CH3:36]. Procedure details: (2R,4R)-tert-Butyl 3-(2-tert-butoxycarbonylamino)-2-(2-fluorophenyl)-thiazolidine-4-carboxylate can be prepared in the following manner: a solution of 18.2 g of N,N'-dicyclohexylcarbodiimide in 75 cm3 of anhydrous acetonitrile is added over 30 minutes to a solution of 25.0 g of (2RS,4R)-tert-butyl 2-(2-fluorophenyl)thiazolidine-4-carboxylate and of 15.5 g of 2-tert-butoxycarbonylaminoacetic acid in 150 cm3 of anhydrous acetonitrile, maintained at a temperature close to 0° C. The reaction mixture...